describe an organic reaction: reactants, conditions, products, and yield From a dataset of the Open Reaction Database (ORD), a public repository of structured organic reaction records. Reactants: CC(C)(C)OC(=O)NC(C(=O)N1CCCC1c1ccnc(-c2c[nH]c3ccccc23)c1)C1CCCCC1, ClCCl, O=C(O)C(F)(F)F. Product: NC(C(=O)N1CCCC1c1ccnc(-c2c[nH]c3ccccc23)c1)C1CCCCC1. RXN SMILES: [C:1]([O:2][C:3](=[O:4])[NH:7][CH:8]([C:9](=[O:10])[N:11]1[CH:12]([c:16]2[cH:17][c:18](-[c:22]3[cH:23][nH:24][c:25]4[cH:26][cH:27][cH:28][cH:29][c:30]34)[n:19][cH:20][cH:21]2)[CH2:13][CH2:14][CH2:15]1)[CH:31]1[CH2:32][CH2:33][CH2:34][CH2:35][CH2:36]1)([CH3:5])([CH3:6])[CH3:37].[Cl:45][CH2:46][Cl:47].[F:38][C:39]([F:40])([F:41])[C:42]([OH:43])=[O:44]>>[NH2:7][CH:8]([C:9](=[O:10])[N:11]1[CH:12]([c:16]2[cH:17][c:18](-[c:22]3[cH:23][nH:24][c:25]4[cH:26][cH:27][cH:28][cH:29][c:30]34)[n:19][cH:20][cH:21]2)[CH2:13][CH2:14][CH2:15]1)[CH:31]1[CH2:32][CH2:33][CH2:34][CH2:35][CH2:36]1. Reactants: ClCCCCOC1=CC=CC=2C(OC(NC21)=O)(C)C (8-(4-chlorobutoxy)-4,4-dimethyl-4H-3,1-benzoxazin-2-one), CC=1C=C(C=CC1C)S (3,4-dimethyl-thiophenol). Product: CC=1C=C(C=CC1C)SCCCCOC1=CC=CC=2C(OC(NC21)=O)(C)C (8-[4-(3,4-Dimethyl-phenylmercapto)-butoxy]-4,4-dimethyl-4H-3,1-benzoxazin-2-one). Reaction SMILES: Cl[CH2:2][CH2:3][CH2:4][CH2:5][O:6][C:7]1[C:16]2[NH:15][C:14](=[O:17])[O:13][C:12]([CH3:19])([CH3:18])[C:11]=2[CH:10]=[CH:9][CH:8]=1.[CH3:20][C:21]1[CH:22]=[C:23]([SH:28])[CH:24]=[CH:25][C:26]=1[CH3:27]>>[CH3:20][C:21]1[CH:22]=[C:23]([S:28][CH2:2][CH2:3][CH2:4][CH2:5][O:6][C:7]2[C:16]3[NH:15][C:14](=[O:17])[O:13][C:12]([CH3:19])([CH3:18])[C:11]=3[CH:10]=[CH:9][CH:8]=2)[CH:24]=[CH:25][C:26]=1[CH3:27]. Procedure: Prepared analogously to Example 1 from 8-(4-chlorobutoxy)-4,4-dimethyl-4H-3,1-benzoxazin-2-one and 3,4-dimethyl-thiophenol.